Dataset: the Open Reaction Database (ORD), a public repository of structured organic reaction records. Task: describe an organic reaction: reactants, conditions, products, and yield The reactants are O=c1[nH]c2c(cc1[N+](=O)[O-])CCCC2, O=P(Cl)(Cl)Cl. Yields the product O=[N+]([O-])c1cc2c(nc1Cl)CCCC2. As a reaction SMILES: [N+:1](=[O:2])([O-:3])[c:4]1[c:5](=[O:14])[nH:6][c:7]2[c:12]([cH:13]1)[CH2:11][CH2:10][CH2:9][CH2:8]2.[P:15]([Cl:16])([Cl:17])([Cl:18])=[O:19]>>[N+:1](=[O:2])([O-:3])[c:4]1[c:5]([Cl:17])[n:6][c:7]2[c:12]([cH:13]1)[CH2:11][CH2:10][CH2:9][CH2:8]2. Reactants: CC(C)(C)[NH3+], O=c1cc(OCc2ccccc2)cc[nH]1, C1CCOC1, CCOC(C)=O, O=C(CCl)c1ccc2c(c1)CN(C(=O)C(F)(F)F)CC2, [I-]. Yields the product O=C(Cn1ccc(OCc2ccccc2)cc1=O)c1ccc2c(c1)CN(C(=O)C(F)(F)F)CC2. RXN SMILES: [C:17]([NH3+:18])([CH3:19])([CH3:20])[CH3:21].[CH2:1]([c:2]1[cH:3][cH:4][cH:5][cH:6][cH:7]1)[O:8][c:9]1[cH:10][c:11](=[O:15])[nH:12][cH:13][cH:14]1.[CH2:42]1[O:43][CH2:44][CH2:45][CH2:46]1.[CH3:47][CH2:48][O:49][C:50]([CH3:51])=[O:52].[Cl:22][CH2:23][C:24](=[O:25])[c:26]1[cH:27][cH:28][c:29]2[c:34]([cH:35]1)[CH2:33][N:32]([C:36]([C:37]([F:38])([F:39])[F:40])=[O:41])[CH2:31][CH2:30]2.[I-:16]>>[CH2:1]([c:2]1[cH:3][cH:4][cH:5][cH:6][cH:7]1)[O:8][c:9]1[cH:10][c:11](=[O:15])[n:12]([CH2:23][C:24](=[O:25])[c:26]2[cH:27][cH:28][c:29]3[c:34]([cH:35]2)[CH2:33][N:32]([C:36]([C:37]([F:38])([F:39])[F:40])=[O:41])[CH2:31][CH2:30]3)[cH:13][cH:14]1. Starting materials: CC(CC(=O)OC)C=O (methyl 3-methyl-4-oxo-butanoate), C(CO)O (ethylene glycol), C1(=CC=C(C=C1)S(=O)(=O)O)C (p-toluenesulfonic acid), C1=CC=CC=C1 (benzene). Run in CCOCC (ether). Product: C1OC(C(CC(=O)OC)C)OC1 (methyl 4,4-ethylenedioxy-3-methylbutanoate), crude product. As a reaction SMILES: [CH3:1][CH:2]([CH:8]=[O:9])[CH2:3][C:4]([O:6][CH3:7])=[O:5].[CH2:10](O)[CH2:11][OH:12].C1(C)C=CC(S(O)(=O)=O)=CC=1.C1C=CC=CC=1>CCOCC>[CH2:10]1[CH2:11][O:12][CH:8]([CH:2]([CH3:1])[CH2:3][C:4]([O:6][CH3:7])=[O:5])[O:9]1. Procedure: A mixture of methyl 3-methyl-4-oxo-butanoate (86.3 g), ethylene glycol (61.75 l g, 0.996 m), p-toluenesulfonic acid (1 g) and benzene (700 ml) is refluxed under nitrogen for 16 hr. The resulting mixture is allowed to cool to room temperature and treated with ether (300 ml). The organic phase is washed with 5% sodium bicarbonate solution (100 ml), dried (Na2SO4) and evaporated in vacuo to give methyl 4,4-ethylenedioxy-3-methylbutanoate as a crude product (63.2 g). This material is used directly i... Starting materials: CSC1=CC(=C(C(=O)O)C=C1)[N+](=O)[O-] (4-methylthio-2-nitrobenzoic acid), C(C)(C)N (isopropylamine), N1=CC=CC=C1 (pyridine), [Si](Cl)(Cl)(Cl)Cl (Silicon tetrachloride). Run in O (water). Conditions: time 2 hour. The product is CC(C)NC(C1=C(C=C(C=C1)SC)[N+](=O)[O-])=O (N-(1-methylethyl)-4-methylthio-2-nitrobenzamide). Isolated yield 77.1%. Reaction SMILES: [CH3:1][S:2][C:3]1[CH:11]=[CH:10][C:6]([C:7]([OH:9])=O)=[C:5]([N+:12]([O-:14])=[O:13])[CH:4]=1.[CH:15]([NH2:18])([CH3:17])[CH3:16].N1C=CC=CC=1.[Si](Cl)(Cl)(Cl)Cl>O>[CH3:16][CH:15]([NH:18][C:7](=[O:9])[C:6]1[CH:10]=[CH:11][C:3]([S:2][CH3:1])=[CH:4][C:5]=1[N+:12]([O-:14])=[O:13])[CH3:17]. Procedure details: A solution of 4-methylthio-2-nitrobenzoic acid (3.07 g, 0.01439 mol) [Lit. Ref. DE 2421541], isopropylamine (1.47 ml, 0.01728 mol) and pyridine (100 ml) was cooled in an ice bath. Silicon tetrachloride (2.01 ml, 0.01728 mol) was added dropwise under nitrogen over 15 mins. After stirring at room temperature for 2 hr the solution was refluxed for 7 hr, then allowed to cool to room temperature. The solution was added to water and concentrated in vacuo. The precipitate was dissolved in dichlorometha... The reactants are [Li]CCCC, CN1CCC(=O)CC1, CCCCCC, CCOCC, Cn1cccc1. Product: CN1CCC(O)(c2cccn2C)CC1. RXN SMILES: [CH2:1]([Li:2])[CH2:3][CH2:4][CH3:5].[CH3:12][N:13]1[CH2:14][CH2:15][C:16](=[O:19])[CH2:17][CH2:18]1.[CH3:20][CH2:21][CH2:22][CH2:23][CH2:24][CH3:25].[CH3:26][CH2:27][O:28][CH2:29][CH3:30].[CH3:6][n:7]1[cH:8][cH:9][cH:10][cH:11]1>>[CH3:6][n:7]1[c:8]([C:16]2([OH:19])[CH2:15][CH2:14][N:13]([CH3:12])[CH2:18][CH2:17]2)[cH:9][cH:10][cH:11]1.